From a dataset of the Open Reaction Database (ORD), a public repository of structured organic reaction records. describe an organic reaction: reactants, conditions, products, and yield The reactants are two, C(C)N(CC)CCC1=CC=C(C=C)C=C1 (p-diethylaminoethylstyrene), C(C)Br (ethyl bromide). The solvent is CO (methanol). Conditions: time 48 hour. The product is [Br-].C(=C)C1=CC=C(CC[NH3+])C=C1 (4-Vinylphenethylammonium bromide). As a reaction SMILES: C([N:3]([CH2:6][CH2:7][C:8]1[CH:15]=[CH:14][C:11]([CH:12]=[CH2:13])=[CH:10][CH:9]=1)CC)C.C([Br:18])C>CO>[Br-:18].[CH:12]([C:11]1[CH:14]=[CH:15][C:8]([CH2:7][CH2:6][NH3+:3])=[CH:9][CH:10]=1)=[CH2:13] |f:3.4|. Procedure details: All the procedures were conducted in a dry nitrogen atmosphere since the product was extremely hygroscopic. In a 100 ml two necked flask equipped with a three way cock 8.6 g of the p-diethylaminoethylstyrene as obtained in Synthesis 1 were dissolved in 35 ml of absolute methanol and then 12.7 ml of ethyl bromide were injected via a syringe. The quaternization was completed after 48 hours at 40° C. without any side reactions. After the reaction mixture was concentrated under reduced pressure, 100... Reactants: COC(=O)C(=O)c1ccc(OCCOc2ccnc3ccccc23)cc1, CO, [Na+], [OH-], O. Product: O=C(O)C(=O)c1ccc(OCCOc2ccnc3ccccc23)cc1. RXN SMILES: [CH3:1][O:2][C:3]([C:4]([c:5]1[cH:6][cH:7][c:8]([O:11][CH2:12][CH2:13][O:14][c:15]2[cH:16][cH:17][n:18][c:19]3[cH:20][cH:21][cH:22][cH:23][c:24]23)[cH:9][cH:10]1)=[O:25])=[O:26].[CH3:29][OH:30].[Na+:28].[OH-:27].[OH2:31]>>[O:2]=[C:3]([C:4]([c:5]1[cH:6][cH:7][c:8]([O:11][CH2:12][CH2:13][O:14][c:15]2[cH:16][cH:17][n:18][c:19]3[cH:20][cH:21][cH:22][cH:23][c:24]23)[cH:9][cH:10]1)=[O:25])[OH:26]. The reactants are O[C@@H]1[C@@H](N([C@@H](C1)C[Si](C)(C)C)C(=O)OCC1=CC=CC=C1)C (benzyl (2S,3S,5S)-3-hydroxy-2-methyl-5-[(trimethylsilyl)methyl]pyrrolidine-1-carboxylate), O (water), O (Water), CC(C)([O-])C.[K+] (potassium tert-butoxide), C1COCCOCCOCCOCCOCCO1 (18-crown-6-ether). Solvent: CS(=O)C (DMSO). Reaction conditions: temperature 100 celsius, time 17 hour. Yields the product O[C@@H]1[C@@H](N([C@@H](C1)C)C(=O)OCC1=CC=CC=C1)C (benzyl (2S,3S,5R)-3-hydroxy-2,5-dimethylpyrrolidine-1-carboxylate). Isolated yield 65.1%. Reaction SMILES: [OH:1][C@H:2]1[CH2:6][C@@H:5]([CH2:7][Si](C)(C)C)[N:4]([C:12]([O:14][CH2:15][C:16]2[CH:21]=[CH:20][CH:19]=[CH:18][CH:17]=2)=[O:13])[C@H:3]1[CH3:22].CC(C)([O-])C.[K+].C1OCCOCCOCCOCCOCCOC1.O>CS(C)=O>[OH:1][C@H:2]1[CH2:6][C@@H:5]([CH3:7])[N:4]([C:12]([O:14][CH2:15][C:16]2[CH:21]=[CH:20][CH:19]=[CH:18][CH:17]=2)=[O:13])[C@H:3]1[CH3:22] |f:1.2|. Reported procedure: To a solution (12 mL) of benzyl (2S,3S,5S)-3-hydroxy-2-methyl-5-[(trimethylsilyl)methyl]pyrrolidine-1-carboxylate (222 mg) synthesized according to the method described in Journal of Organic Chemistry, vol. 59, pages 1958-1960 (1994), potassium tert-butoxide (130 mg) and 18-crown-6-ether (53 mg) in DMSO was added water (0.6 mL), and the mixture was stirred at 100° C. for 17 hr. Water was added to the reaction mixture, and the mixture was extracted with ethyl acetate. The extract was washed with ... Reactants: SCCNC(=O)C1=NC(=CC(=C1)OC)OC1=CC(=CC=C1)C(F)(F)F (N-(2-mercaptoethyl)-4-methoxy-6-{3-(trifluoromethyl)phenoxy}-2-pyridine carboxamide), [H-].[Na+] (NaH), BrCCF (1-bromo-2-fluoroethane). Run in CN(C)C=O (DMF), C(C)(=O)OCC (ethyl acetate). Conditions: time 1 hour. Yields the product FCCSCCNC(=O)C1=NC(=CC(=C1)OC)OC1=CC(=CC=C1)C(F)(F)F (N-{2-(2-fluoroethylmercapto)ethyl}-4-methoxy-6-{3-(trifluoromethyl)phenoxy}-2-pyridine carboxamide). Reaction SMILES: [SH:1][CH2:2][CH2:3][NH:4][C:5]([C:7]1[CH:12]=[C:11]([O:13][CH3:14])[CH:10]=[C:9]([O:15][C:16]2[CH:21]=[CH:20][CH:19]=[C:18]([C:22]([F:25])([F:24])[F:23])[CH:17]=2)[N:8]=1)=[O:6].[H-].[Na+].Br[CH2:29][CH2:30][F:31]>CN(C=O)C.C(OCC)(=O)C>[F:31][CH2:30][CH2:29][S:1][CH2:2][CH2:3][NH:4][C:5]([C:7]1[CH:12]=[C:11]([O:13][CH3:14])[CH:10]=[C:9]([O:15][C:16]2[CH:21]=[CH:20][CH:19]=[C:18]([C:22]([F:25])([F:23])[F:24])[CH:17]=2)[N:8]=1)=[O:6] |f:1.2|. Procedure details: 1.0 g (0.0027 mol) of N-(2-mercaptoethyl)-4-methoxy-6-{3-(trifluoromethyl)phenoxy}-2-pyridine carboxamide (compound No. I-91) was dissolved in DMF, and the obtained solution was mixed with 0.12 g (ca. 60% in mineral oil; 0.0027×1.1 mol) of NaH and then with 0.68 g (0.0027×2.0 mol) of 1-bromo-2-fluoroethane, followed by stirring the solution for about one hour. The reaction solution was distributed in ethyl acetate-saturated sodium bicarbonate water and then washed with saturated brine. The organ... Reactants: O1CCC2=C1C=CC=C2 (2,3-dihydrobenzofuran), [Cl-].[Al+3].[Cl-].[Cl-] (aluminum chloride), C(C)(=O)OC(C)=O (acetic anhydride). Run in C(=S)=S (carbon disulfide). Run at time 1 hour. Yields the product C(C)(=O)C=1C=CC2=C(CCO2)C1 (5-Acetyl-2,3-dihydrobenzofuran). RXN SMILES: [O:1]1[C:5]2[CH:6]=[CH:7][CH:8]=[CH:9][C:4]=2[CH2:3][CH2:2]1.[Cl-].[Al+3].[Cl-].[Cl-].[C:14](OC(=O)C)(=[O:16])[CH3:15]>C(=S)=S>[C:14]([C:8]1[CH:7]=[CH:6][C:5]2[O:1][CH2:2][CH2:3][C:4]=2[CH:9]=1)(=[O:16])[CH3:15] |f:1.2.3.4|. Procedure details: To a stirred solution of 12 g [100 mmole) 2,3-dihydrobenzofuran in 80 ml carbon disulfide was added in portions 30 g (225 mmole) anhydrous aluminum chloride. The mixture was heated at reflux and 18.9 ml (200 mmole) acetic anhydride was slowly added. Refluxing was continued for one hour after the addition was completed. Carbon disulfide was then removed by distillation and the residue was cooled in ice. Cracked ice (100 ml) was slowly added, the reaction mixture was acidified to pH 1 and diluted ...